From a dataset of the Open Reaction Database (ORD), a public repository of structured organic reaction records. describe an organic reaction: reactants, conditions, products, and yield The reactants are C1OCC2CNCCC21 (octahydrofuro[3,4-c]pyridine), BrCCCCl (1-bromo-3-chloropropane), C(=O)([O-])[O-].[K+].[K+] (K2CO3). The solvent is CC(=O)C (acetone). The product is ClCCCN1CC2C(CC1)COC2 (5-(3-chloropropyl)octahydrofuro[3,4-c]pyridine). Isolated yield 45.6%. Reaction SMILES: [CH2:1]1[CH:9]2[CH:4]([CH2:5][NH:6][CH2:7][CH2:8]2)[CH2:3][O:2]1.Br[CH2:11][CH2:12][CH2:13][Cl:14].C([O-])([O-])=O.[K+].[K+]>CC(C)=O>[Cl:14][CH2:13][CH2:12][CH2:11][N:6]1[CH2:7][CH2:8][CH:9]2[CH2:1][O:2][CH2:3][CH:4]2[CH2:5]1 |f:2.3.4|. Procedure details: A mixture of octahydrofuro[3,4-c]pyridine (300 mg, 2.40 mmol, 1 eq), 1-bromo-3-chloropropane (760 mg, 4.80 mmol, 2 eq) and K2CO3 (736 mg, 9.60 mmol, 4 eq) in acetone (30 mL) was heated to reflux overnight, cooled to rt and filtered. The filtrate was concentrated in vacuo and the residue was purified by a silica gel column chromatography (20:1 (v/v) CH2Cl2/MeOH) to afford the title compound as pale yellow oil (223 mg, 46.5%). The compound was characterized by the following spectroscopic data: MS ... As a reaction SMILES: [CH3:31][S:32]([CH3:33])=[O:34].[CH3:35][OH:36].[F:1][c:2]1[cH:3][cH:4][c:5]2[c:6]([CH:11]3[CH2:12][CH2:13][NH:14][CH2:15][CH2:16]3)[cH:7][nH:8][c:9]2[cH:10]1.[O:17]1[CH:18]([CH2:20][O:21][c:22]2[c:23]3[cH:24][cH:25][nH:26][c:27]3[cH:28][cH:29][cH:30]2)[CH2:19]1>>[F:1][c:2]1[cH:3][cH:4][c:5]2[c:6]([CH:11]3[CH2:12][CH2:13][N:14]([CH2:19][CH:18]([OH:17])[CH2:20][O:21][c:22]4[c:23]5[cH:24][cH:25][nH:26][c:27]5[cH:28][cH:29][cH:30]4)[CH2:15][CH2:16]3)[cH:7][nH:8][c:9]2[cH:10]1. Product: OC(COc1cccc2[nH]ccc12)CN1CCC(c2c[nH]c3cc(F)ccc23)CC1. The reactants are CS(C)=O, CO, Fc1ccc2c(C3CCNCC3)c[nH]c2c1, c1cc(OCC2CO2)c2cc[nH]c2c1. The reactants are solution, N(C)C (Me2NH), C(C(=O)Cl)(=O)Cl (Oxalyl chloride), FC1(CC(C1)C(=O)O)F (3,3-difluorocyclobutanecarboxylic acid). Run in C1CCOC1 (THF), C(Cl)Cl (CH2Cl2), CN(C)C=O (DMF). Reaction conditions: time 1 hour. Yields the product FC1(CC(C1)C(=O)N(C)C)F (3,3-difluoro-N,N-dimethylcyclobutanecarboxamide). The yield is 77.0%. Reaction SMILES: C(Cl)(=O)C(Cl)=O.[F:7][C:8]1([F:15])[CH2:11][CH:10]([C:12](O)=[O:13])[CH2:9]1.[NH:16]([CH3:18])[CH3:17]>C(Cl)Cl.CN(C=O)C.C1COCC1>[F:7][C:8]1([F:15])[CH2:11][CH:10]([C:12]([N:16]([CH3:18])[CH3:17])=[O:13])[CH2:9]1. Reported procedure: Oxalyl chloride (21.74 mL, 248 mmol) was added dropwise to a stirred solution of 3,3-difluorocyclobutanecarboxylic acid (26 g, 191 mmol; prepared as described in ref: Elend, D. et al., Syn. Comm., 35:657 (2005)) in CH2Cl2 (500 mL) and DMF (0.5 mL) at 0° C. The reaction mixture was allowed to come to RT and stirred at RT for 1 h prior to being concentrated at RT using a rotary evaporator at ca. 50 mm Hg vacuum. After adding THF (300 mL) to the resulting residue, the stirred solution was cooled 0°...